describe an organic reaction: reactants, conditions, products, and yield From a dataset of the Open Reaction Database (ORD), a public repository of structured organic reaction records. Starting materials: C, CCOC(=O)N1c2ccc(C(F)(F)F)cc2C(NC(c2cc(C(F)(F)F)cc(C(F)(F)F)c2)c2ncc(OCCNC(=O)OCc3ccccc3)cn2)CC1CC, CO, [Pd]. The product is CCOC(=O)N1c2ccc(C(F)(F)F)cc2C(NC(c2cc(C(F)(F)F)cc(C(F)(F)F)c2)c2ncc(OCCN)cn2)CC1CC. As a reaction SMILES: [C:60].[CH2:1]([CH3:2])[O:3][C:4](=[O:5])[N:6]1[CH:7]([CH2:56][CH3:57])[CH2:8][CH:9]([NH:20][CH:21]([c:22]2[cH:23][c:24]([C:32]([F:33])([F:34])[F:35])[cH:25][c:26]([C:28]([F:29])([F:30])[F:31])[cH:27]2)[c:36]2[n:37][cH:38][c:39]([O:42][CH2:43][CH2:44][NH:45][C:46]([O:47][CH2:48][c:49]3[cH:50][cH:51][cH:52][cH:53][cH:54]3)=[O:55])[cH:40][n:41]2)[c:10]2[cH:11][c:12]([C:16]([F:17])([F:18])[F:19])[cH:13][cH:14][c:15]21.[CH3:58][OH:59].[Pd:61]>>[CH2:1]([CH3:2])[O:3][C:4](=[O:5])[N:6]1[CH:7]([CH2:56][CH3:57])[CH2:8][CH:9]([NH:20][CH:21]([c:22]2[cH:23][c:24]([C:32]([F:33])([F:34])[F:35])[cH:25][c:26]([C:28]([F:29])([F:30])[F:31])[cH:27]2)[c:36]2[n:37][cH:38][c:39]([O:42][CH2:43][CH2:44][NH2:45])[cH:40][n:41]2)[c:10]2[cH:11][c:12]([C:16]([F:17])([F:18])[F:19])[cH:13][cH:14][c:15]21.